This data is from the Open Reaction Database (ORD), a public repository of structured organic reaction records. The task is: describe an organic reaction: reactants, conditions, products, and yield Reactants: C(C1CCCO1)O (tetrahydrofurfuryl alcohol), [H-].[Na+] (sodium hydride), ClC1=NC=C(C(N1)=O)F (2-chloro-5-fluoropyrimidin-4-one). Solvent: C1(=CC=CC=C1)C (toluene). Run at time 15 hour. Product: C(C1CCCO1)OC1=NC=C(C(N1)=O)F (2-tetrahydrofurfuryloxy-5-fluoropyrimidin-4-one). Isolated yield 72.0%. RXN SMILES: [CH2:1]([OH:7])[CH:2]1[O:6][CH2:5][CH2:4][CH2:3]1.[H-].[Na+].Cl[C:11]1[NH:16][C:15](=[O:17])[C:14]([F:18])=[CH:13][N:12]=1>C1(C)C=CC=CC=1>[CH2:1]([O:7][C:11]1[NH:16][C:15](=[O:17])[C:14]([F:18])=[CH:13][N:12]=1)[CH:2]1[O:6][CH2:5][CH2:4][CH2:3]1 |f:1.2|. Reported procedure: A 40 g quantity of tetrahydrofurfuryl alcohol and 7.2 g of sodium hydride are added to 200 ml of absolute toluene, and the mixture is stirred at 75°-80° C for 15 hours. Subsequently 14.9 g of 2-chloro-5-fluoropyrimidin-4-one is added to the reaction mixture, and the resulting mixture is heated in a sealed tube at 148° to 150° C for 5 hours for reaction. The resulting reaction mixture is treated in the same manner as in Example 6 to give 15.4 g of white crystalline 2-tetrahydrofurfuryloxy-5-fluor... The product is O=C(NC1CCCc2ccccc21)c1ccc([N+](=O)[O-])cc1. Reaction SMILES: [C:29](=[O:30])([O-:31])[O-:32].[CH:13]1([NH2:23])[CH2:14][CH2:15][CH2:16][c:17]2[cH:18][cH:19][cH:20][cH:21][c:22]21.[K+:33].[K+:34].[N+:1](=[O:2])([O-:3])[c:4]1[cH:5][cH:6][c:7]([C:8](=[O:9])[Cl:10])[cH:11][cH:12]1.[O:24]1[CH2:25][CH2:26][CH2:27][CH2:28]1>>[N+:1](=[O:2])([O-:3])[c:4]1[cH:5][cH:6][c:7]([C:8](=[O:9])[NH:23][CH:13]2[CH2:14][CH2:15][CH2:16][c:17]3[cH:18][cH:19][cH:20][cH:21][c:22]32)[cH:11][cH:12]1. Starting materials: O=C([O-])[O-], NC1CCCc2ccccc21, [K+], [K+], O=C(Cl)c1ccc([N+](=O)[O-])cc1, C1CCOC1. The reactants are [H-].[Na+] (Sodium hydride), C1(CCCCC1)CN1C=C(C2=CC=CC(=C12)O)C(=O)N1CCN(CC1)CC (4-{[1-(cyclohexylmethyl)-7-hydroxy-1H-indole-3-yl]carbonyl}-1-ethylpiperazine), BrCCF (1-bromo-2-fluoroethane). The solvent is CN(C=O)C (dimethylformamide). Reaction conditions: temperature 60 celsius, time 30 minute. Yields the product C1(CCCCC1)CN1C=C(C2=CC=CC(=C12)OCCF)C(=O)N1CCN(CC1)CC (1-{[1-(Cyclohexylmethyl)-7-(2-fluoroethoxy)-1H-indol-3-yl]carbonyl}-4-ethylpiperazine). Isolated yield 18.5%. As a reaction SMILES: [H-].[Na+].[CH:3]1([CH2:9][N:10]2[C:18]3[C:13](=[CH:14][CH:15]=[CH:16][C:17]=3[OH:19])[C:12]([C:20]([N:22]3[CH2:27][CH2:26][N:25]([CH2:28][CH3:29])[CH2:24][CH2:23]3)=[O:21])=[CH:11]2)[CH2:8][CH2:7][CH2:6][CH2:5][CH2:4]1.Br[CH2:31][CH2:32][F:33]>CN(C)C=O>[CH:3]1([CH2:9][N:10]2[C:18]3[C:13](=[CH:14][CH:15]=[CH:16][C:17]=3[O:19][CH2:31][CH2:32][F:33])[C:12]([C:20]([N:22]3[CH2:23][CH2:24][N:25]([CH2:28][CH3:29])[CH2:26][CH2:27]3)=[O:21])=[CH:11]2)[CH2:8][CH2:7][CH2:6][CH2:5][CH2:4]1 |f:0.1|. Procedure: Sodium hydride (60% dispersion in mineral oil, 65 mg, 1.62 mmol) was added portionwise with stirring under a stream of nitrogen to a solution of 4-{[1-(cyclohexylmethyl)-7-hydroxy-1H-indole-3-yl]carbonyl}-1-ethylpiperazine (200 mg, 0.54 mmol) in dimethylformamide (5 ml). After 30 minutes, 1-bromo-2-fluoroethane (49 μl, 0.65 mmol) was added. The mixture was heated to 60° C. with stirring for 48 hours. The reaction was quenched with 2-propanol (10 ml) and then concentrated. The resulting brown gum... Starting materials: CS(C)=O, Cc1ccccc1, C=CCC(C(=O)N(CC1CC1)C(C=C)c1ccccc1)N1C(=O)c2ccccc2C1=O. The product is O=C1C(N2C(=O)c3ccccc3C2=O)CC=CC(c2ccccc2)N1CC1CC1. Reaction SMILES: [CH3:32][S:33]([CH3:34])=[O:35].[CH3:36][c:37]1[cH:38][cH:39][cH:40][cH:41][cH:42]1.[CH:1]1([CH2:4][N:5]([C:6]([CH:7]([CH2:8][CH:9]=[CH2:10])[N:11]2[C:12](=[O:21])[c:13]3[cH:14][cH:15][cH:16][cH:17][c:18]3[C:19]2=[O:20])=[O:22])[CH:23]([CH:24]=[CH2:25])[c:26]2[cH:27][cH:28][cH:29][cH:30][cH:31]2)[CH2:2][CH2:3]1>>[CH:1]1([CH2:4][N:5]2[C:6](=[O:22])[CH:7]([N:11]3[C:12](=[O:21])[c:13]4[cH:14][cH:15][cH:16][cH:17][c:18]4[C:19]3=[O:20])[CH2:8][CH:25]=[CH:24][CH:23]2[c:26]2[cH:27][cH:28][cH:29][cH:30][cH:31]2)[CH2:2][CH2:3]1. Starting materials: COC(=O)[C@H]1[C@@H](N(C(O1)C1=C(C=C(C=C1)OC)OC)C(=O)OC(C)(C)C)C1=CC=CC=C1 ((4S,5R)-N-Boc-2-(2,4-dimethoxyphenyl)-4-phenyl-5-oxazolidinecarboxylic acid methyl ester), O (water), C([O-])([O-])=O.[K+].[K+] (potassium carbonate). Run in CO (MeOH). Conditions: time 1 hour. The product is [K+].C(=O)(OC(C)(C)C)N1C(O[C@H]([C@@H]1C1=CC=CC=C1)C(=O)[O-])C1=C(C=C(C=C1)OC)OC ((4S,5R)-N-Boc-2-(2,4-dimethoxyphenyl)-4-phenyl-5-oxazolidinecarboxylic acid potassium salt). As a reaction SMILES: C[O:2][C:3]([C@@H:5]1[O:9][CH:8]([C:10]2[CH:15]=[CH:14][C:13]([O:16][CH3:17])=[CH:12][C:11]=2[O:18][CH3:19])[N:7]([C:20]([O:22][C:23]([CH3:26])([CH3:25])[CH3:24])=[O:21])[C@H:6]1[C:27]1[CH:32]=[CH:31][CH:30]=[CH:29][CH:28]=1)=[O:4].O.C(=O)([O-])[O-].[K+:38].[K+]>CO>[K+:38].[C:20]([N:7]1[C@@H:6]([C:27]2[CH:28]=[CH:29][CH:30]=[CH:31][CH:32]=2)[C@H:5]([C:3]([O-:4])=[O:2])[O:9][CH:8]1[C:10]1[CH:15]=[CH:14][C:13]([O:16][CH3:17])=[CH:12][C:11]=1[O:18][CH3:19])([O:22][C:23]([CH3:26])([CH3:25])[CH3:24])=[O:21] |f:2.3.4,6.7|. Reported procedure: A 100 mg (0.23 mM) quantity (4S,5R)-N-Boc-2-(2,4-dimethoxyphenyl)-4-phenyl-5-oxazolidinecarboxylic acid methyl ester (Preparation 6, 5Ba) is stirred at room temperature under nitrogen in 3 mL MeOH. Added 0.1 mL water and 43 mg (0.31 mM) potassium carbonate. After 1 hour, TLC shows no starting material left. Stored in freezer overnight. The next morning the solvent is evaporated to give (4S,5R)-N-Boc-2-(2,4-dimethoxyphenyl)-4-phenyl-5-oxazolidinecarboxylic acid potassium salt (6Ba). The residue i... The reactants are O=C1C(=CNC2=CC=CC=C12)C(=O)NC1=CC(=CC(=C1)NS(=O)(=O)C=C)C(F)(F)F (4-oxo-N-[3-(trifluoromethyl)-5-(vinylsulfonamido)phenyl]-1,4-dihydroquinoline-3-carboxamide), N1CCCCC1 (piperidine), LiClO4, C(Cl)Cl (CH2Cl2). Run in C(C)(C)O (isopropanol). Reaction conditions: temperature 75 celsius. Product: O=C1C(=CNC2=CC=CC=C12)C(=O)NC1=CC(=CC(=C1)C(F)(F)F)NS(=O)(=O)CCN1CCCCC1 (4-Oxo-N-[3-[2-(1-piperidyl)ethylsulfonylamino]-5-(trifluoromethyl)phenyl]-1H-quinoline-3-carboxamide). Reaction SMILES: [O:1]=[C:2]1[C:11]2[C:6](=[CH:7][CH:8]=[CH:9][CH:10]=2)[NH:5][CH:4]=[C:3]1[C:12]([NH:14][C:15]1[CH:20]=[C:19]([NH:21][S:22]([CH:25]=[CH2:26])(=[O:24])=[O:23])[CH:18]=[C:17]([C:27]([F:30])([F:29])[F:28])[CH:16]=1)=[O:13].[NH:31]1[CH2:36][CH2:35][CH2:34][CH2:33][CH2:32]1.C(Cl)Cl>C(O)(C)C>[O:1]=[C:2]1[C:11]2[C:6](=[CH:7][CH:8]=[CH:9][CH:10]=2)[NH:5][CH:4]=[C:3]1[C:12]([NH:14][C:15]1[CH:16]=[C:17]([C:27]([F:29])([F:30])[F:28])[CH:18]=[C:19]([NH:21][S:22]([CH2:25][CH2:26][N:31]2[CH2:36][CH2:35][CH2:34][CH2:33][CH2:32]2)(=[O:24])=[O:23])[CH:20]=1)=[O:13]. Procedure details: A mixture of 4-oxo-N-[3-(trifluoromethyl)-5-(vinylsulfonamido)phenyl]-1,4-dihydroquinoline-3-carboxamide (50 mg, 0.11 mmol), piperidine (18 μL, 1.6 eq) and LiClO4 (20 mg, 1.7 eq) was suspended in a 1:1 solution of CH2Cl2: isopropanol (1.5 mL). The mixture was refluxed at 75° C. for 18 h. After this time, LCMS analysis showed >95% conversion to the desired product. The crude mixture was purified by reverse-phase HPLC to provide 4-oxo-N-[3-[2-(1-piperidyl)ethylsulfonylamino]-5-(trifluoromethyl)phe... The reactants are CCc1nc2c([nH]1)c(=O)ncn2CC, [Na+], [OH-], S=P12SP3(=S)SP(=S)(S1)SP(=S)(S2)S3, c1ccncc1. Yields the product CCc1nc2c([nH]1)c(=S)ncn2CC. RXN SMILES: [CH2:1]([CH3:2])[n:3]1[cH:4][n:5][c:6](=[O:14])[c:7]2[nH:8][c:9]([CH2:12][CH3:13])[n:10][c:11]12.[Na+:30].[OH-:29].[P:15]12(=[S:16])[S:17][P:18]3(=[S:28])[S:19][P:20](=[S:26])([S:21][P:22](=[S:25])([S:23]3)[S:24]1)[S:27]2.[cH:31]1[cH:32][cH:33][n:34][cH:35][cH:36]1>>[CH2:1]([CH3:2])[n:3]1[cH:4][n:5][c:6](=[S:16])[c:7]2[nH:8][c:9]([CH2:12][CH3:13])[n:10][c:11]12. Starting materials: C(C)OC=1C=C(C=O)C=CC1OC (3-ethoxy-4-methoxybenzaldehyde), COC(CN)OC (2,2-dimethoxyethylamine), [BH4-].[Na+] (sodium borohydride). Run in C(C)O (ethanol). Conditions: time 8 hour. Yields the product COC(CNCC1=CC(=C(C=C1)OC)OCC)OC ((2,2-dimethoxy-ethyl)-(3-ethoxy-4-methoxy-benzyl)-amine). RXN SMILES: [CH2:1]([O:3][C:4]1[CH:5]=[C:6]([CH:9]=[CH:10][C:11]=1[O:12][CH3:13])[CH:7]=O)[CH3:2].[CH3:14][O:15][CH:16]([O:19][CH3:20])[CH2:17][NH2:18].[BH4-].[Na+]>C(O)C>[CH3:14][O:15][CH:16]([O:19][CH3:20])[CH2:17][NH:18][CH2:7][C:6]1[CH:9]=[CH:10][C:11]([O:12][CH3:13])=[C:4]([O:3][CH2:1][CH3:2])[CH:5]=1 |f:2.3|. Reported procedure: A solution of 3-ethoxy-4-methoxybenzaldehyde (3.6 g, 20 mmol) in ethanol (15 ml) is added to 2,2-dimethoxyethylamine (21 mmol) and the mixture heated at reflux for 2 hours. After cooling to room temperature, sodium borohydride (0.794 g, 21 mmol) is added and the mixture stirred at room temperature overnight. Ethanol is removed by evaporation and water added, followed by extraction with ethyl acetate. The organic extracts are combined, washed with water, brine, dried over magnesium sulfate and ev... Reactants: O=C(C(=O)OCC)CC(C)=O (ethyl 2,4-dioxovalerate), [Cl-].CC(C)=[NH2+] (dimethylmethylene ammonium chloride). The solvent is C(C)#N (acetonitrile). Reaction conditions: temperature -40 celsius, time 1 hour. Product: C(C)(=O)C1=C(C(NC1)=O)O (4-Acetyl-3-hydroxy-2-oxo-2,5-dihydropyrrole). Isolated yield 33.9%. As a reaction SMILES: [O:1]=[C:2]([CH2:8][C:9](=[O:11])[CH3:10])[C:3]([O:5]CC)=O.[Cl-].C[C:14](=[NH2+:16])C>C(#N)C>[C:9]([C:8]1[CH2:14][NH:16][C:3](=[O:5])[C:2]=1[OH:1])(=[O:11])[CH3:10] |f:1.2|. Procedure: A solution of ethyl 2,4-dioxovalerate (1.13 g, 7.11 mmole), dimethylmethylene ammonium chloride (0.67 g, 7.11 mmole) and acetonitrile (3 ml) was stirred at 25° C. over 45 minutes. The resulting yellow homogeneous solution was then cooled to -40° C. and ammonia gas was bubbled through the mixture over 5 minutes, during which time a yellow solid precipitated out of solution. The stirred mixture was allowed to slowly warm to 5° C. over a period of 1 hour before addition of concentrated ammonium hyd...